From a dataset of the Open Reaction Database (ORD), a public repository of structured organic reaction records. describe an organic reaction: reactants, conditions, products, and yield Starting materials: C1CCOC1, CCOC(=O)c1cn(-c2cccc(CO)c2)cn1, [H-], [Na+], CS(=O)(=O)OCc1ccccn1. Yields the product CCOC(=O)c1cn(-c2cccc(COCc3ccccn3)c2)cn1. RXN SMILES: [CH2:33]1[O:34][CH2:35][CH2:36][CH2:37]1.[CH2:3]([CH3:4])[O:5][C:6](=[O:7])[c:8]1[n:9][cH:10][n:11](-[c:13]2[cH:14][c:15]([CH2:19][OH:20])[cH:16][cH:17][cH:18]2)[cH:12]1.[H-:2].[Na+:1].[n:21]1[c:22]([CH2:27][O:28][S:29]([CH3:30])(=[O:31])=[O:32])[cH:23][cH:24][cH:25][cH:26]1>>[CH2:3]([CH3:4])[O:5][C:6](=[O:7])[c:8]1[n:9][cH:10][n:11](-[c:13]2[cH:14][c:15]([CH2:19][O:20][CH2:27][c:22]3[n:21][cH:26][cH:25][cH:24][cH:23]3)[cH:16][cH:17][cH:18]2)[cH:12]1. Reactants: SCc1ccccc1, COC(OC)C(C)=O, CC#N, C[N+](=O)[O-], NCCN. Product: COC(OC)C(C)(C[N+](=O)[O-])SCc1ccccc1. RXN SMILES: [CH2:9]([c:10]1[cH:11][cH:12][cH:13][cH:14][cH:15]1)[SH:16].[CH3:1][O:2][CH:3]([C:4](=[O:5])[CH3:6])[O:7][CH3:8].[CH3:25][C:26]#[N:27].[N+:17](=[O:18])([O-:19])[CH3:20].[NH2:21][CH2:22][CH2:23][NH2:24]>>[CH3:1][O:2][CH:3]([C:4]([CH3:6])([S:16][CH2:9][c:10]1[cH:11][cH:12][cH:13][cH:14][cH:15]1)[CH2:20][N+:17](=[O:18])[O-:19])[O:7][CH3:8]. The reactants are NC1=NC(N(C12CC(N(CC2)CC2=CC=CC=C2)C)C2=C(C=CC(=C2)F)C2=CC=C(C=C2)S(=O)(=O)C)=O (4-amino-8-benzyl-1-[4-fluoro-4′-(methylsulfonyl)biphenyl-2-yl]-7-methyl-1,3,8-triazaspiro[4.5]dec-3-en-2-one), COC(CN)OC (2,2-dimethoxyethylamine). The solvent is CCOC(=O)C (EtOAc). Reaction conditions: temperature 85 celsius, time 18 hour. Yields the product C(C1=CC=CC=C1)N1C(CC2(C(=NC(N2C2=C(C=CC(=C2)F)C2=CC=C(C=C2)S(=O)(=O)C)=O)NCC(OC)OC)CC1)C (8-benzyl-4-[(2,2-dimethoxyethyl)amino]-1-[4-fluoro-4′-(methylsulfonyl)biphenyl-2-yl]-7-methyl-1,3,8-triazaspiro[4.5]dec-3-en-2-one). RXN SMILES: [NH2:1][C:2]1[C:6]2([CH2:11][CH2:10][N:9]([CH2:12][C:13]3[CH:18]=[CH:17][CH:16]=[CH:15][CH:14]=3)[CH:8]([CH3:19])[CH2:7]2)[N:5]([C:20]2[CH:25]=[C:24]([F:26])[CH:23]=[CH:22][C:21]=2[C:27]2[CH:32]=[CH:31][C:30]([S:33]([CH3:36])(=[O:35])=[O:34])=[CH:29][CH:28]=2)[C:4](=[O:37])[N:3]=1.[CH3:38][O:39][CH:40]([O:43][CH3:44])[CH2:41]N>CCOC(C)=O>[CH2:12]([N:9]1[CH2:10][CH2:11][C:6]2([N:5]([C:20]3[CH:25]=[C:24]([F:26])[CH:23]=[CH:22][C:21]=3[C:27]3[CH:28]=[CH:29][C:30]([S:33]([CH3:36])(=[O:35])=[O:34])=[CH:31][CH:32]=3)[C:4](=[O:37])[N:3]=[C:2]2[NH:1][CH2:41][CH:40]([O:43][CH3:44])[O:39][CH3:38])[CH2:7][CH:8]1[CH3:19])[C:13]1[CH:18]=[CH:17][CH:16]=[CH:15][CH:14]=1. Procedure: A solution of 4-amino-8-benzyl-1-[4-fluoro-4′-(methylsulfonyl)biphenyl-2-yl]-7-methyl-1,3,8-triazaspiro[4.5]dec-3-en-2-one (50 mg, 0.10 mmol) in 2,2-dimethoxyethylamine (2.0 ml) was sealed and allowed to stir at 85° C. for 18 h. The temperature was increased to 110° C., and the reaction was allowed to stir for an additional 16 h. The reaction was diluted with EtOAc and washed with brine. The organic portion was dried over sodium sulfate, filtered, and concentrated in vacuo to yield 8-benzyl-4-[(... The reactants are COC1=C(C=CC=C1)[C@@H]1N([C@@H](CC1)C1=CC=CC=C1)C(CNC(NC=1C=C(C=CC1)CC(=O)OC)=O)=O (Methyl cis-3-{3-{2-[2-(2-methoxyphenyl)-5-phenyl-1-pyrrolidinyl]-2-oxoethyl}ureido}phenylacetate), C1(CCCCC1)N=C=NC1CCCCC1 (N,N'-dicyclohexylcarbodiimide), COC1=C(C=CC=C1)C1NC(CC1)C1=CC=CC=C1 ((2RS,5SR)-2-(2-methoxyphenyl)-5-phenyl-pyrrolidine), COC(=O)CC=1C=C(C=CC1)NC(NCC(=O)O)=O (2-[3-(3-methoxycarbonylmethylphenyl)ureido]acetic acid). Solvent: C(C)#N (acetonitrile). Product: COC1=C(C=CC=C1)C1N(C(CC1)C1=CC=CC=C1)C(CNC(NC=1C=C(C=CC1)CC(=O)OC)=O)=O (methyl (2RS,5SR)-3-{3-{2-[2-(2-methoxyphenyl)-5-phenyl-1-pyrrolidinyl]-2-oxoethyl}ureido}phenylacetate). RXN SMILES: [CH3:1][O:2][C:3]1[CH:8]=[CH:7][CH:6]=[CH:5][C:4]=1[C@H:9]1[CH2:13][CH2:12][C@@H:11]([C:14]2[CH:19]=[CH:18][CH:17]=[CH:16][CH:15]=2)[N:10]1[C:20](=[O:37])[CH2:21][NH:22][C:23](=[O:36])[NH:24][C:25]1[CH:26]=[C:27]([CH2:31][C:32]([O:34][CH3:35])=[O:33])[CH:28]=[CH:29][CH:30]=1.COC1C=CC=CC=1C1CCC(C2C=CC=CC=2)N1.COC(CC1C=C(NC(=O)NCC(O)=O)C=CC=1)=O.C1(N=C=NC2CCCCC2)CCCCC1>C(#N)C>[CH3:1][O:2][C:3]1[CH:8]=[CH:7][CH:6]=[CH:5][C:4]=1[CH:9]1[CH2:13][CH2:12][CH:11]([C:14]2[CH:19]=[CH:18][CH:17]=[CH:16][CH:15]=2)[N:10]1[C:20](=[O:37])[CH2:21][NH:22][C:23](=[O:36])[NH:24][C:25]1[CH:26]=[C:27]([CH2:31][C:32]([O:34][CH3:35])=[O:33])[CH:28]=[CH:29][CH:30]=1. Reported procedure: Methyl cis-3-{3-{2-[2-(2-methoxyphenyl)-5-phenyl-1-pyrrolidinyl]-2-oxoethyl}ureido}phenylacetate may be prepared in a fashion similar to that described in Example 41 §A, but starting from 0.57 g of (2RS,5SR)-2-(2-methoxyphenyl)-5-phenyl-pyrrolidine, 0.6 g of 2-[3-(3-methoxycarbonylmethylphenyl)ureido]acetic acid and 0.46 g of N,N'-dicyclohexylcarbodiimide in 4.5 cm3 of acetonitrile. After treatment, 1.2 g of methyl (2RS,5SR)-3-{3-{2-[2-(2-methoxyphenyl)-5-phenyl-1-pyrrolidinyl]-2-oxoethyl}ureido... Starting materials: COc1ccc(CC(NC(=O)C(=O)CC(C)C)C(=O)O)cc1, CCCC[O-], C[NH-], CN(C)C=O, COP(=O)(CC(=O)OCc1ccccc1)OC, [K], O. Product: C[NH-], COc1ccc(CC(NC(=O)C(=CC(=O)OCc2ccccc2)CC(C)C)C(=O)O)cc1. RXN SMILES: [CH3:24][CH:25]([CH2:26][C:27]([C:28](=[O:29])[NH:30][CH:31]([CH2:32][c:33]1[cH:34][cH:35][c:36]([O:39][CH3:40])[cH:37][cH:38]1)[C:41](=[O:42])[OH:43])=[O:44])[CH3:45].[CH3:2][CH2:3][CH2:4][CH2:5][O-:6].[CH3:46][NH-:47].[CH3:48][N:49]([CH3:50])[CH:51]=[O:52].[CH3:7][O:8][P:9]([O:10][CH3:11])(=[O:12])[CH2:13][C:14](=[O:15])[O:16][CH2:17][c:18]1[cH:19][cH:20][cH:21][cH:22][cH:23]1.[K:1].[OH2:53]>>[CH3:46][NH-:47].[CH:13]([C:14](=[O:15])[O:16][CH2:17][c:18]1[cH:19][cH:20][cH:21][cH:22][cH:23]1)=[C:27]([CH2:26][CH:25]([CH3:24])[CH3:45])[C:28](=[O:29])[NH:30][CH:31]([CH2:32][c:33]1[cH:34][cH:35][c:36]([O:39][CH3:40])[cH:37][cH:38]1)[C:41](=[O:42])[OH:43]. The reactants are CC1CN(c2ccc(OC(F)(F)F)cc2)CCN1, CC1(C)OC(=O)C(CC(=O)O)O1. Product: CC1CN(c2ccc(OC(F)(F)F)cc2)CCN1C(=O)CC1OC(C)(C)OC1=O. As a reaction SMILES: [CH3:13][CH:14]1[CH2:15][N:16]([c:20]2[cH:21][cH:22][c:23]([O:26][C:27]([F:28])([F:29])[F:30])[cH:24][cH:25]2)[CH2:17][CH2:18][NH:19]1.[CH3:1][C:2]1([CH3:12])[O:3][C:4](=[O:11])[CH:5]([CH2:7][C:8](=[O:9])[OH:10])[O:6]1>>[CH3:1][C:2]1([CH3:12])[O:3][C:4](=[O:11])[CH:5]([CH2:7][C:8](=[O:10])[N:19]2[CH:14]([CH3:13])[CH2:15][N:16]([c:20]3[cH:21][cH:22][c:23]([O:26][C:27]([F:28])([F:29])[F:30])[cH:24][cH:25]3)[CH2:17][CH2:18]2)[O:6]1.